Dataset: the Open Reaction Database (ORD), a public repository of structured organic reaction records. Task: describe an organic reaction: reactants, conditions, products, and yield Reactants: C(C)(C)(C)OC(=O)N1[C@@H](CC(C1)=NOCC)C(=O)O ((2S,4EZ)-1-(tert-butoxycarbonyl)-4-(ethoxyimino)-2-pyrrolidinecarboxylic acid), C(C)N(CCN)CC (N1,N1-diethyl-1,2-ethanediamine). Product: C(C)N(CCNC(=O)[C@H]1NCC(C1)=NOCC)CC ((2S,4EZ)-N-[2-(diethylamino)ethyl]-4-(ethoxyimino)-2-pyrrolidinecarboxamide). As a reaction SMILES: C(OC([N:8]1[CH2:12][C:11](=[N:13][O:14][CH2:15][CH3:16])[CH2:10][C@H:9]1[C:17]([OH:19])=O)=O)(C)(C)C.[CH2:20]([N:22]([CH2:26][CH3:27])[CH2:23][CH2:24][NH2:25])[CH3:21]>>[CH2:20]([N:22]([CH2:26][CH3:27])[CH2:23][CH2:24][NH:25][C:17]([C@@H:9]1[CH2:10][C:11](=[N:13][O:14][CH2:15][CH3:16])[CH2:12][NH:8]1)=[O:19])[CH3:21]. Procedure: Following the general method as outlined in Example 22, starting from (2S,4EZ)-1-(tert-butoxycarbonyl)-4-(ethoxyimino)-2-pyrrolidinecarboxylic acid, and N1,N1-diethyl-1,2-ethanediamine the title compound was obtained in 70% purity by LC/MS. (ESI+): m/z=271.0. The reactants are [BH3-]C#N, CCCN(CCC)Cc1ccc(NC(=O)c2ccc(CNCc3nccn3C)cc2)cc1, CC(=O)O, CO, [Na+], O=Cc1nc[nH]n1. Product: CCCN(CCC)Cc1ccc(NC(=O)c2ccc(CN(Cc3nc[nH]n3)Cc3nccn3C)cc2)cc1. RXN SMILES: [C:40]([BH3-:41])#[N:42].[CH2:1]([CH2:2][CH3:3])[N:4]([CH2:5][CH2:6][CH3:7])[CH2:8][c:9]1[cH:10][cH:11][c:12]([NH:15][C:16]([c:17]2[cH:18][cH:19][c:20]([CH2:23][NH:24][CH2:25][c:26]3[n:27]([CH3:31])[cH:28][cH:29][n:30]3)[cH:21][cH:22]2)=[O:32])[cH:13][cH:14]1.[CH3:44][C:45](=[O:46])[OH:47].[CH3:48][OH:49].[Na+:43].[nH:33]1[n:34][c:35]([CH:38]=[O:39])[n:36][cH:37]1>>[CH2:1]([CH2:2][CH3:3])[N:4]([CH2:5][CH2:6][CH3:7])[CH2:8][c:9]1[cH:10][cH:11][c:12]([NH:15][C:16]([c:17]2[cH:18][cH:19][c:20]([CH2:23][N:24]([CH2:25][c:26]3[n:27]([CH3:31])[cH:28][cH:29][n:30]3)[CH2:38][c:35]3[n:34][nH:33][cH:37][n:36]3)[cH:21][cH:22]2)=[O:32])[cH:13][cH:14]1. Reactants: C([O-])([O-])=O.[K+].[K+] (Potassium carbonate), OC(C#C[Si](C)(C)C)(C(C)C)C=1C=NC=NC1 (3-hydroxy-4-methyl-3-pyrimidin-5-yl-1-trimethylsilylpent-1-yne). Solvent: CO (methanol). Conditions: time 3.3 hour. The product is OC(C#C)(C(C)C)C=1C=NC=NC1 (3-hydroxy-4-methyl-3-pyrimidin-5-yl-pent-1-yne), solid. As a reaction SMILES: C(=O)([O-])[O-].[K+].[K+].[OH:7][C:8]([C:18]1[CH:19]=[N:20][CH:21]=[N:22][CH:23]=1)([CH:15]([CH3:17])[CH3:16])[C:9]#[C:10][Si](C)(C)C>CO>[OH:7][C:8]([C:18]1[CH:23]=[N:22][CH:21]=[N:20][CH:19]=1)([CH:15]([CH3:17])[CH3:16])[C:9]#[CH:10] |f:0.1.2|. Procedure: Potassium carbonate (4 g) was added to the product of stage 1 (19.5 g, 0.11 mol) in methanol (100 ml) and the mixture was stirred for 3.3 hours. The mixture was then partitioned between ether and water. The ether layer was separated, dried over sodium sulphate, and concentrated under reduced pressure to give the title compound as an almost colourless solid (11.2 g). The product was further purified by recrystallisation from hexane to give a solid of melting point 112.4° C. Reactants: COC(\C(=C\C1CCCCCCC1)\C1=CC=C(C=C1)S(=O)(=O)C)=O ((E)-3-cyclooctyl-2-(4-(methanesulfonyl)-phenyl)-acrylic acid methyl ester), [OH-].[Na+] (sodium hydroxide). Run in C(C)O (ethanol). Conditions: temperature 47.5 celsius. Product: C1(CCCCCCC1)/C=C(/C(=O)O)\C1=CC=C(C=C1)S(=O)(=O)C ((E)-3-cyclooctyl-2-(4-(methanesulfonyl)-phenyl)-acrylic acid). The yield is 97.5%. Reaction SMILES: C[O:2][C:3](=[O:24])/[C:4](/[C:14]1[CH:19]=[CH:18][C:17]([S:20]([CH3:23])(=[O:22])=[O:21])=[CH:16][CH:15]=1)=[CH:5]/[CH:6]1[CH2:13][CH2:12][CH2:11][CH2:10][CH2:9][CH2:8][CH2:7]1.[OH-].[Na+]>C(O)C>[CH:6]1(/[CH:5]=[C:4](\[C:14]2[CH:19]=[CH:18][C:17]([S:20]([CH3:23])(=[O:22])=[O:21])=[CH:16][CH:15]=2)/[C:3]([OH:24])=[O:2])[CH2:13][CH2:12][CH2:11][CH2:10][CH2:9][CH2:8][CH2:7]1 |f:1.2|. Procedure: A solution of (E)-3-cyclooctyl-2-(4-(methanesulfonyl)-phenyl)-acrylic acid methyl ester (2.82 g, 8.05 mmol) in ethanol (30 mL) was treated with a 1N aqueous sodium hydroxide solution (20 mL). The solution was heated at 45-50° C. for 15 h, at which time, thin layer chromatography analysis of the reaction mixture indicated the absence of starting material. The reaction mixture was concentrated in vacuo to remove ethanol. The residue was diluted with water (100 mL) and extracted with diethyl ether ...